From a dataset of the Open Reaction Database (ORD), a public repository of structured organic reaction records. describe an organic reaction: reactants, conditions, products, and yield Reactants: ClC1=NC=C(C(=N1)Cl)Cl (2,4,5-trichloropyrimidine), N1(CCNCC1)C(=O)OC(C)(C)C (tert-butyl piperazine-1-carboxylate), CCN(C(C)C)C(C)C (DIEA). The solvent is O (water), CN(C)C=O (DMF). Conditions: time 1 hour. The product is ClC1=NC=C(C(=N1)N1CCN(CC1)C(=O)OC(C)(C)C)Cl (tert-butyl 4-(2,5-dichloropyrimidin-4-yl)piperazine-1-carboxylate). The yield is 51.4%. RXN SMILES: [Cl:1][C:2]1[N:7]=[C:6](Cl)[C:5]([Cl:9])=[CH:4][N:3]=1.[N:10]1([C:16]([O:18][C:19]([CH3:22])([CH3:21])[CH3:20])=[O:17])[CH2:15][CH2:14][NH:13][CH2:12][CH2:11]1.CCN(C(C)C)C(C)C>CN(C=O)C.O>[Cl:1][C:2]1[N:7]=[C:6]([N:13]2[CH2:12][CH2:11][N:10]([C:16]([O:18][C:19]([CH3:22])([CH3:21])[CH3:20])=[O:17])[CH2:15][CH2:14]2)[C:5]([Cl:9])=[CH:4][N:3]=1. Procedure: To a solution of 2,4,5-trichloropyrimidine (0.475 g, 2.6 mmol) in dry DMF (8.5 mL) was added tert-butyl piperazine-1-carboxylate (0.51 g, 2.7 mmol) followed by DIEA (0.51 mL, 3.1 mmol) at 0° C., and the mixture was stirred for 1 h. LCMS showed the reaction was completed. The reaction was diluted with water (100 mL), and the white solid was filtered. The residue was washed with water and dried to give the title compound (445 mg, 51%) as a white solid. MS (ES+) C13H18Cl2N4O2 requires: 332. found: ...